Dataset: the Open Reaction Database (ORD), a public repository of structured organic reaction records. Task: describe an organic reaction: reactants, conditions, products, and yield Reactants: OCCBr, O=C([O-])[O-], CN(C)C=O, CCOC(C)=O, [I-], [K+], [K+], [K+], O, c1cc2c(s1)CCNC2. Yields the product OCCN1CCc2sccc2C1. Reaction SMILES: [Br:10][CH2:11][CH2:12][OH:13].[C:14](=[O:15])([O-:16])[O-:17].[CH3:22][N:23]([CH3:24])[CH:25]=[O:26].[CH3:28][CH2:29][O:30][C:31](=[O:32])[CH3:33].[I-:21].[K+:18].[K+:19].[K+:20].[OH2:27].[s:1]1[cH:2][cH:3][c:4]2[c:9]1[CH2:8][CH2:7][NH:6][CH2:5]2>>[s:1]1[cH:2][cH:3][c:4]2[c:9]1[CH2:8][CH2:7][N:6]([CH2:11][CH2:12][OH:13])[CH2:5]2. Reactants: CSc1nccc(-c2n[nH]c3nc(NCCO)ncc23)n1, CO, ClCCl, O=C(OO)c1cccc(Cl)c1. Yields the product CS(=O)c1nccc(-c2n[nH]c3nc(NCCO)ncc23)n1. RXN SMILES: [CH3:12][S:13][c:14]1[n:15][cH:16][cH:17][c:18](-[c:20]2[n:21][nH:22][c:23]3[n:24][c:25]([NH:29][CH2:30][CH2:31][OH:32])[n:26][cH:27][c:28]23)[n:19]1.[CH3:36][OH:37].[Cl:33][CH2:34][Cl:35].[OH:1][O:2][C:3]([c:4]1[cH:5][c:6]([Cl:7])[cH:8][cH:9][cH:10]1)=[O:11]>>[O:1]=[S:13]([CH3:12])[c:14]1[n:15][cH:16][cH:17][c:18](-[c:20]2[n:21][nH:22][c:23]3[n:24][c:25]([NH:29][CH2:30][CH2:31][OH:32])[n:26][cH:27][c:28]23)[n:19]1. The reactants are O (Water), C(C)(C)(C)OC(=O)N[C@H](CC)C=1NC=CC1C(=O)OC(C)(C)C ((R)-tert-butyl 2-(1-((tert-butoxycarbonyl)amino)propyl)-1H-pyrrole-3-carboxylate), C1(=CC=C(C=C1)S(=O)(=O)Cl)C (Toluene-4-sulfonyl chloride), CC(C)([O-])C.[Na+] (Sodium tert-butoxide). Solvent: CCOC(=O)C (EtOAc), C1CCOC1 (THF). Conditions: time 5 minute. Product: C(C)(C)(C)OC(=O)N[C@H](CC)C=1N(C=CC1C(=O)OC(C)(C)C)S(=O)(=O)C1=CC=C(C)C=C1 ((R)-tert-butyl 2-(1-((tert-butoxycarbonyl)amino)propyl)-1-tosyl-1H-pyrrole-3-carboxylate). RXN SMILES: [C:1]([O:5][C:6]([NH:8][C@@H:9]([C:12]1[NH:13][CH:14]=[CH:15][C:16]=1[C:17]([O:19][C:20]([CH3:23])([CH3:22])[CH3:21])=[O:18])[CH2:10][CH3:11])=[O:7])([CH3:4])([CH3:3])[CH3:2].CC(C)([O-])C.[Na+].[C:30]1([CH3:40])[CH:35]=[CH:34][C:33]([S:36](Cl)(=[O:38])=[O:37])=[CH:32][CH:31]=1.O>C1COCC1.CCOC(C)=O>[C:1]([O:5][C:6]([NH:8][C@@H:9]([C:12]1[N:13]([S:36]([C:33]2[CH:34]=[CH:35][C:30]([CH3:40])=[CH:31][CH:32]=2)(=[O:38])=[O:37])[CH:14]=[CH:15][C:16]=1[C:17]([O:19][C:20]([CH3:22])([CH3:21])[CH3:23])=[O:18])[CH2:10][CH3:11])=[O:7])([CH3:4])([CH3:2])[CH3:3] |f:1.2|. Procedure details: (R)-tert-butyl 2-(1-((tert-butoxycarbonyl)amino)propyl)-1H-pyrrole-3-carboxylate (505b, 4.58 g, 14.12 mmol) was dissolved in THF (40 mL) under nitrogen and cooled in an ice bath. Sodium tert-butoxide (1M in THF, 14.12 mL, 14.12 mmol) was added and the mixture stirred for 5 min. Toluene-4-sulfonyl chloride (2.69 g, 14.12 mmol) was added to the solution and the mixture was stirred at 0° C. for 30 min. Water (50 mL), and EtOAc (50 mL) were added to the reaction mixture and the organic layer was was... The reactants are [Ag+], CC(C)(C)N1C(=O)CC(c2ccc(C(Br)Br)cc2F)S1(=O)=O, CCO, O=[N+]([O-])[O-], O. Product: CC(C)(C)N1C(=O)CC(c2ccc(C=O)cc2F)S1(=O)=O. As a reaction SMILES: [Ag+:31].[C:1]([CH3:2])([CH3:3])([CH3:4])[N:5]1[S:6](=[O:21])(=[O:22])[CH:7]([c:11]2[c:12]([F:20])[cH:13][c:14]([CH:17]([Br:18])[Br:19])[cH:15][cH:16]2)[CH2:8][C:9]1=[O:10].[CH3:23][CH2:24][OH:25].[N+:27]([O-:28])([O-:29])=[O:30].[OH2:26]>>[C:1]([CH3:2])([CH3:3])([CH3:4])[N:5]1[S:6](=[O:21])(=[O:22])[CH:7]([c:11]2[c:12]([F:20])[cH:13][c:14]([CH:17]=[O:25])[cH:15][cH:16]2)[CH2:8][C:9]1=[O:10]. Reaction conditions: temperature 60 celsius. RXN SMILES: [F:1][C:2]1[CH:3]=[N:4][CH:5]=[CH:6][C:7]=1[C:8]1[CH:9]=[C:10]2[N:22]=[C:21]([C:23]3[CH:32]=[CH:31][C:26]([C:27]([O:29]C)=[O:28])=[CH:25][CH:24]=3)[NH:20][C:11]2=[N:12][C:13]=1[C:14]1[CH:15]=[N:16][CH:17]=[CH:18][CH:19]=1.[OH-].[Na+].Cl>C1COCC1.C(O)C>[F:1][C:2]1[CH:3]=[N:4][CH:5]=[CH:6][C:7]=1[C:8]1[CH:9]=[C:10]2[N:22]=[C:21]([C:23]3[CH:32]=[CH:31][C:26]([C:27]([OH:29])=[O:28])=[CH:25][CH:24]=3)[NH:20][C:11]2=[N:12][C:13]=1[C:14]1[CH:15]=[N:16][CH:17]=[CH:18][CH:19]=1 |f:1.2,4.5|. Procedure details: To a solution of methyl 4-[6-(3-fluoropyridin-4-yl)-5-pyridin-3-yl-3H-imidazo[4,5-b]pyridin-2-yl]benzoate (Example 10, 0.041 g, 0.097 mmol) in a mixture of THF/ethanol 1:1 (1.2 mL), 2N sodium hydroxide aqueous solution (0.1 mL) was added. The mixture was heated at 60° C. for 3 h and then neutralised with 2N hydrogen chloride aqueous solution. The solvent was evaporated and the crude mixture was purified by silica gel flash chromatography (78:10:10:2 dichloromethane/ethanol/ethyl acetate/acetic a... Product: FC=1C=NC=CC1C=1C=C2C(=NC1C=1C=NC=CC1)NC(=N2)C2=CC=C(C(=O)O)C=C2 (4-[6-(3-Fluoropyridin-4-yl)-5-pyridin-3-yl-3H-imidazo[4,5-b]pyridin-2-yl]benzoic acid). Starting materials: FC=1C=NC=CC1C=1C=C2C(=NC1C=1C=NC=CC1)NC(=N2)C2=CC=C(C(=O)OC)C=C2 (methyl 4-[6-(3-fluoropyridin-4-yl)-5-pyridin-3-yl-3H-imidazo[4,5-b]pyridin-2-yl]benzoate), [OH-].[Na+] (sodium hydroxide), Cl (hydrogen chloride). Yield: 32.6%. Solvent: C1CCOC1.C(C)O (THF ethanol). Run at time 15 minute. Procedure details: To a reaction vessel (borosilicate culture tube) was added 4-nitrophenyl 3-[3-bromo-4-[(2,4-difluorobenzyl)oxy]-6-methyl-2-oxopyridin-1(2H)-yl]benzylcarbamate (from step 1) (0.150 g, 0.250 mmol) and dichloromethane (2.5 mL). The parallel reaction apparatus was then orbitally shaken (Labline Benchtop Orbital Shaker) at approximately 200 RPM at room temperature for 15 minutes. A stock solution of N,N-dimethylamine in tetrahydrorfuran (0.15 mL, 2.0 M) was then added to the reaction vessel and the r... Run in ClCCl (dichloromethane). Isolated yield 51.0%. The reactants are BrC=1C(N(C(=CC1OCC1=C(C=C(C=C1)F)F)C)C=1C=C(CNC(OC2=CC=C(C=C2)[N+](=O)[O-])=O)C=CC1)=O (4-nitrophenyl 3-[3-bromo-4-[(2,4-difluorobenzyl)oxy]-6-methyl-2-oxopyridin-1(2H)-yl]benzylcarbamate), CNC (N,N-dimethylamine). Yields the product BrC=1C(N(C(=CC1OCC1=C(C=C(C=C1)F)F)C)C=1C=C(CNC(N(C)C)=O)C=CC1)=O (N′-{3-[3-bromo-4-[(2,4-difluorobenzyl)oxy]-6-methyl-2-oxopyridin-1(2H)-yl]benzyl}-N,N-dimethylurea). RXN SMILES: [Br:1][C:2]1[C:3](=[O:39])[N:4]([C:19]2[CH:20]=[C:21]([CH:36]=[CH:37][CH:38]=2)[CH2:22][NH:23][C:24](=O)[O:25]C2C=CC([N+]([O-])=O)=CC=2)[C:5]([CH3:18])=[CH:6][C:7]=1[O:8][CH2:9][C:10]1[CH:15]=[CH:14][C:13]([F:16])=[CH:12][C:11]=1[F:17].[CH3:40][NH:41][CH3:42]>ClCCl>[Br:1][C:2]1[C:3](=[O:39])[N:4]([C:19]2[CH:20]=[C:21]([CH:36]=[CH:37][CH:38]=2)[CH2:22][NH:23][C:24](=[O:25])[N:41]([CH3:42])[CH3:40])[C:5]([CH3:18])=[CH:6][C:7]=1[O:8][CH2:9][C:10]1[CH:15]=[CH:14][C:13]([F:16])=[CH:12][C:11]=1[F:17].